Task: describe an organic reaction: reactants, conditions, products, and yield. Dataset: the Open Reaction Database (ORD), a public repository of structured organic reaction records The reactants are FC1=CC(=C(N)C=C1)C (4-fluoro-2-methylaniline), CC=1C(=NC(=NC1CC)Cl)N1C(C2=C(CC1)C=CS2)C (5-methyl-4-(7-methyl-4,5,6,7-tetrahydrothieno[2,3-c]pyridin-6-yl)-6-ethyl-2-chloropyrimidine). The solvent is CN(C=O)C (dimethylformamide). Yields the product Cl.CC=1C(=NC(=NC1CC)NC1=C(C=C(C=C1)F)C)N1C(C2=C(CC1)C=CS2)C (5-Methyl-2-(2-methyl-4-fluorophenylamino)-4-(7-methyl-4,5,6,7-tetrahydrothieno[2,3-c]pyridin-6-yl)-6-ethylpyrimidine hydrochloride). Yield: 14.4%. Reaction SMILES: [F:1][C:2]1[CH:8]=[CH:7][C:5]([NH2:6])=[C:4]([CH3:9])[CH:3]=1.[CH3:10][C:11]1[C:12]([N:20]2[CH2:25][CH2:24][C:23]3[CH:26]=[CH:27][S:28][C:22]=3[CH:21]2[CH3:29])=[N:13][C:14]([Cl:19])=[N:15][C:16]=1[CH2:17][CH3:18]>CN(C)C=O>[ClH:19].[CH3:10][C:11]1[C:12]([N:20]2[CH2:25][CH2:24][C:23]3[CH:26]=[CH:27][S:28][C:22]=3[CH:21]2[CH3:29])=[N:13][C:14]([NH:6][C:5]2[CH:7]=[CH:8][C:2]([F:1])=[CH:3][C:4]=2[CH3:9])=[N:15][C:16]=1[CH2:17][CH3:18] |f:3.4|. Procedure details: After 4-fluoro-2-methylaniline(0.51 ml, 4.59 mmol) was added to a mixture solution of 5-methyl-4-(7-methyl-4,5,6,7-tetrahydrothieno[2,3-c]pyridin-6-yl)-6-ethyl-2-chloropyrimidine(0.74 g, 2.4 mmol) and dimethylformamide(5 ml), 0.15 g of the titled compound was obtained in accordance with the same procedure as in Step 2 of Example 1. The reactants are COC(=O)COCCCCN1C(=O)CCCC1C=CC(=O)Cc1ccccc1, CC#N, O=P([O-])([O-])[O-]. Product: O=C(O)COCCCCN1C(=O)CCCC1C=CC(=O)Cc1ccccc1. Reaction SMILES: [CH3:1][O:2][C:3]([CH2:4][O:5][CH2:6][CH2:7][CH2:8][CH2:9][N:10]1[C:11](=[O:27])[CH2:12][CH2:13][CH2:14][CH:15]1[CH:16]=[CH:17][C:18]([CH2:19][c:20]1[cH:21][cH:22][cH:23][cH:24][cH:25]1)=[O:26])=[O:28].[CH3:29][C:30]#[N:31].[O-:32][P:33](=[O:34])([O-:35])[O-:36]>>[O:2]=[C:3]([CH2:4][O:5][CH2:6][CH2:7][CH2:8][CH2:9][N:10]1[C:11](=[O:27])[CH2:12][CH2:13][CH2:14][CH:15]1[CH:16]=[CH:17][C:18]([CH2:19][c:20]1[cH:21][cH:22][cH:23][cH:24][cH:25]1)=[O:26])[OH:28]. The reactants are ClC(=O)OCC (ethyl chloroformate), CO (Methanol), COC(CCCCCCCC(=O)O)=O (Azelaic acid monomethyl ester), [BH4-].[Na+] (sodium borohydride). Solvent: O1CCCC1 (tetrahydrofuran), O (Water). Run at time 20 minute. Yields the product COC(CCCCCCCCO)=O (9-hydroxy-nonanoic acid methyl ester). Isolated yield 90.0%. Reaction SMILES: [CH3:1][O:2][C:3](=[O:14])[CH2:4][CH2:5][CH2:6][CH2:7][CH2:8][CH2:9][CH2:10][C:11](O)=[O:12].ClC(OCC)=O.[BH4-].[Na+].CO>O1CCCC1.O>[CH3:1][O:2][C:3](=[O:14])[CH2:4][CH2:5][CH2:6][CH2:7][CH2:8][CH2:9][CH2:10][CH2:11][OH:12] |f:2.3|. Procedure details: Azelaic acid monomethyl ester (20 mmole) was dissolved in tetrahydrofuran (100 mL) and kept in argon atmosphere at −10° C. Trietbylamine (30 mmole) was added dropwise to the reaction flask, followed by the addition of ethyl chloroformate (25 mmole). The solution was stirred for 20 minutes, and sodium borohydride (60 mmole) was added in one portion. Methanol (40 mL) was added dropwise and the reaction flask was kept at 0° C. for 40 minutes. Water (20 mL) was added and organic solvent was removed ... The reactants are CC1=CC=C(C=C1)C(C(F)(F)F)(C(F)(F)F)C1=CC=CC=C1 (2-(4-methylphenyl)-2-phenylhexafluoropropane), Br (hydrogen bromide), Br (HBr), glass, C(C)(=O)O (acetic acid). Reagents/catalysts: O.O.O.O.C(C)(=O)[O-].[Co+2].C(C)(=O)[O-] (cobalt(II) acetate tetrahydrate), O.O.O.O.C(C)(=O)[O-].[Mn+4].C(C)(=O)[O-].C(C)(=O)[O-].C(C)(=O)[O-] (manganese(IV) acetate tetrahydrate). Run at temperature 180 celsius, time 1 hour. Product: C(=O)(O)C1=CC=C(C=C1)C(C(F)(F)F)(C(F)(F)F)C1=CC=CC=C1 (2-(4-Carboxyphenyl)-2-phenylhexafluoropropane). As a reaction SMILES: C[C:2]1[CH:7]=[CH:6][C:5]([C:8]([C:17]2[CH:22]=[CH:21]C=[CH:19][CH:18]=2)([C:13]([F:16])([F:15])[F:14])[C:9]([F:12])([F:11])[F:10])=[CH:4][CH:3]=1.Br.[C:24]([OH:27])(=[O:26])[CH3:25]>O.O.O.O.C([O-])(=O)C.[Co+2].C([O-])(=O)C.O.O.O.O.C([O-])(=O)C.[Mn+4].C([O-])(=O)C.C([O-])(=O)C.C([O-])(=O)C>[C:24]([C:25]1[CH:21]=[CH:22][C:17]([C:8]([C:5]2[CH:4]=[CH:3][CH:2]=[CH:7][CH:6]=2)([C:13]([F:14])([F:15])[F:16])[C:9]([F:11])([F:12])[F:10])=[CH:18][CH:19]=1)([OH:27])=[O:26] |f:3.4.5.6.7.8.9,10.11.12.13.14.15.16.17.18|. Procedure details: 298 g of 2-(4-methylphenyl)-2-phenylhexafluoropropane, 2.49 g of cobalt(II) acetate tetrahydrate, 2.45 g of manganese(IV) acetate tetrahydrate and 0.41 g of hydrogen bromide (corresponding to 4.1 g of a 10% strength HBr solution in glacial acetic acid) were initially introduced into a 1 l glass autoclave. The mixture was heated to about 180° C. under an oxygen pressure of 6.5 bar and under an exothermic reaction and was left at 170°-180° C. for 1 hour. The reaction solution was cooled to about 1... Isolated yield 12.0%. The product is NCCCCCC#N (6-aminocapronitrile), NCCCCCCN (hexamethylene diamine). Procedure details: In an autoclave having a capacity of 300 ml and equipped with a sampling sluice (material HC 4) there were placed 11 g of 5-formylvaleronitrile and 3 g of Ru (3%) on Al2O3 (4 mm extrudates) under protective gas (argon). The autoclave was then sealed and 150 ml of NH3 were forced in. Thorough mixing was effected using a magnetic stirrer. After heating to 80° C. (autogenous pressure: ca. 39 bar) the mixture was kept at 80° C. for a further 2 hours and then the overall pressure was raised, with hyd... Solvent: [H][H] (hydrogen), [H][H] (hydrogen). Reactants: N (NH3), C(=O)CCCCC#N (5-formylvaleronitrile), Ru. Conditions: temperature 80 celsius, time 2 hour. RXN SMILES: [CH:1]([CH2:3][CH2:4][CH2:5][CH2:6][C:7]#[N:8])=O.[NH3:9]>[H][H]>[NH2:9][CH2:1][CH2:3][CH2:4][CH2:5][CH2:6][C:7]#[N:8].[NH2:9][CH2:1][CH2:3][CH2:4][CH2:5][CH2:6][CH2:7][NH2:8]. Reactants: CC1=CC=C(C=C1)S(=O)(=O)OCCC(C(C)(C)OC(C)OCC)(F)F (4-(1-ethoxyethoxy)-3,3-difluoro-4-methyl-1-pentanol 1-(4-methylbenzenesulfonate)), C(C)(C)N(CC)C(C)C (diisopropylethylamine), [I-].[Na+] (sodium iodide). The solvent is CC(=O)C (acetone). Reaction conditions: temperature 25 celsius, time 64 hour. Yields the product C(C)OC(C)OC(C(CCI)(F)F)(C)C (4-(1-ethoxyethoxy)-3,3-difluoro-1-iodo-4-methylpentane). As a reaction SMILES: CC1C=CC(S(O[CH2:12][CH2:13][C:14]([F:25])([F:24])[C:15]([O:18][CH:19]([O:21][CH2:22][CH3:23])[CH3:20])([CH3:17])[CH3:16])(=O)=O)=CC=1.C(N(C(C)C)CC)(C)C.[I-:35].[Na+]>CC(C)=O>[CH2:22]([O:21][CH:19]([O:18][C:15]([CH3:17])([CH3:16])[C:14]([F:25])([F:24])[CH2:13][CH2:12][I:35])[CH3:20])[CH3:23] |f:2.3|. Procedure details: A mixture of 3.50 g (0.0087 mol) of 4-(1-ethoxyethoxy)-3,3-difluoro-4-methyl-1-pentanol 1-(4-methylbenzenesulfonate), 40 mL of acetone, 0.5 mL of diisopropylethylamine and 13.10 g (0.087 mol) of sodium iodide was stirred at 25° C. for 64 hr. The mixture was evaporated to dryness. The residue was partitioned between 5% aqueous sodium sulfite solution and methylene chloride. The organic phase was washed with saturated aqueous sodium bicarbonate solution. The organic phase was then dried over anhyd... The reactants are Cc1nnc(NCCN)c2cc3ccccn3c12, CO, CO, CS(C)=O, O=C1CCC2CCC1C2, Cl. Product: Cc1nnc(NCCNC2CCC3CCC2C3)c2cc3ccccn3c12. RXN SMILES: [CH3:11][c:12]1[n:13][n:14][c:15]([NH:25][CH2:26][CH2:27][NH2:28])[c:16]2[cH:17][c:18]3[cH:19][cH:20][cH:21][cH:22][n:23]3[c:24]12.[CH3:29][OH:30].[CH3:31][OH:32].[CH3:33][S:34]([CH3:35])=[O:36].[CH:1]12[C:2](=[O:9])[CH2:3][CH2:4][CH:5]([CH2:6][CH2:7]1)[CH2:8]2.[ClH:10]>>[CH:1]12[CH:2]([NH:28][CH2:27][CH2:26][NH:25][c:15]3[n:14][n:13][c:12]([CH3:11])[c:24]4[c:16]3[cH:17][c:18]3[cH:19][cH:20][cH:21][cH:22][n:23]34)[CH2:3][CH2:4][CH:5]([CH2:6][CH2:7]1)[CH2:8]2.